This data is from the Open Reaction Database (ORD), a public repository of structured organic reaction records. The task is: describe an organic reaction: reactants, conditions, products, and yield Reactants: O=C([O-])[O-], C1CCOC1, CN, CN1CCCC1=O, Nc1cc([N+](=O)[O-])ccc1F, [K+], [K+]. Yields the product CNc1ccc([N+](=O)[O-])cc1N. Reaction SMILES: [C:19](=[O:20])([O-:21])[O-:22].[CH2:14]1[O:15][CH2:16][CH2:17][CH2:18]1.[CH3:12][NH2:13].[CH3:25][N:26]1[CH2:27][CH2:28][CH2:29][C:30]1=[O:31].[F:1][c:2]1[c:3]([NH2:4])[cH:5][c:6]([N+:9](=[O:10])[O-:11])[cH:7][cH:8]1.[K+:23].[K+:24]>>[c:2]1([NH:13][CH3:12])[c:3]([NH2:4])[cH:5][c:6]([N+:9](=[O:10])[O-:11])[cH:7][cH:8]1. The reactants are C1(=CC=C(C=C1)S(=O)(=O)O)C (p-toluene sulfonic acid), C(=O)(O)[O-].[Na+] (NaHCO3), COC(C1=CC(=C(C=C1)OC)N)=O (3-amino-4-methoxy benzoic acid methyl ester), ClC=1C=C(C#N)C=CC1F (3-chloro-4-fluorobenzonitrile). Reaction conditions: temperature 160 celsius, time 8 hour. Yields the product COC(C1=CC(=C(C=C1)OC)NC(C1=CC(=C(C=C1)F)Cl)=N)=O (3-[(3-chloro-4-fluoro-benzimidoyl)-amino]-4-methoxy-benzoic acid methyl ester). Isolated yield 44.9%. RXN SMILES: C1(C)C=CC(S(O)(=O)=O)=CC=1.[CH3:12][O:13][C:14](=[O:24])[C:15]1[CH:20]=[CH:19][C:18]([O:21][CH3:22])=[C:17]([NH2:23])[CH:16]=1.[Cl:25][C:26]1[CH:27]=[C:28]([CH:31]=[CH:32][C:33]=1[F:34])[C:29]#[N:30].C([O-])(O)=O.[Na+]>>[CH3:12][O:13][C:14](=[O:24])[C:15]1[CH:20]=[CH:19][C:18]([O:21][CH3:22])=[C:17]([NH:23][C:29](=[NH:30])[C:28]2[CH:31]=[CH:32][C:33]([F:34])=[C:26]([Cl:25])[CH:27]=2)[CH:16]=1 |f:3.4|. Procedure: Anhydrous p-toluene sulfonic acid (10 g, 52.57 mmol) was melted at 120° C. and 3-amino-4-methoxy benzoic acid methyl ester (3.88 g, 21.44 mmol) obtained in step 1 of Preparation Example 1 and 3-chloro-4-fluorobenzonitrile (5.0 g, 32.14 mol) were added thereto and stirred at 160° C. for 8 hours. The resulting solution was cooled to room temperature and the reaction was stopped by adding NaHCO3 thereto. The resulting mixture was extracted with ethyl acetate, the extract was dried over MgSO4 and co...